describe an organic reaction: reactants, conditions, products, and yield From a dataset of the Open Reaction Database (ORD), a public repository of structured organic reaction records. The yield is 154.1%. Starting materials: ClC1=CC=C(C=C1)S(=O)(=O)NC(C(=O)NCCCCCCC(=O)OC)CN1C=NC=C1 ((RS)-2-(4-chlorobenzenesulfonylamino)-3-(1H-imidazol-1-yl)-N-(6-methoxycarbonylhexyl)propanamide), Cl (HCl). Reported procedure: The procedure described in Example 92 was repeated, except that (RS)-2-(4-chlorobenzenesulfonylamino)-3-(1H-imidazol-1-yl)-N-(6-methoxycarbonylhexyl)propanamide (36.3 mg) was hydrolyzed, and then reacted with HCl to obtain (RS)-N-(6-carboxyhexyl)-2-(4-chlorobenzenesulfonylamino)-3-(1H-imidazol-1-yl)propanamide hydrochloride (29.3 mg). The product is Cl.C(=O)(O)CCCCCCNC(C(CN1C=NC=C1)NS(=O)(=O)C1=CC=C(C=C1)Cl)=O ((RS)-N-(6-carboxyhexyl)-2-(4-chlorobenzenesulfonylamino)-3-(1H-imidazol-1-yl)propanamide hydrochloride). As a reaction SMILES: [Cl:1][C:2]1[CH:7]=[CH:6][C:5]([S:8]([NH:11][CH:12]([CH2:26][N:27]2[CH:31]=[CH:30][N:29]=[CH:28]2)[C:13]([NH:15][CH2:16][CH2:17][CH2:18][CH2:19][CH2:20][CH2:21][C:22]([O:24]C)=[O:23])=[O:14])(=[O:10])=[O:9])=[CH:4][CH:3]=1.Cl>>[ClH:1].[C:22]([CH2:21][CH2:20][CH2:19][CH2:18][CH2:17][CH2:16][NH:15][C:13](=[O:14])[CH:12]([NH:11][S:8]([C:5]1[CH:4]=[CH:3][C:2]([Cl:1])=[CH:7][CH:6]=1)(=[O:10])=[O:9])[CH2:26][N:27]1[CH:31]=[CH:30][N:29]=[CH:28]1)([OH:24])=[O:23] |f:2.3|.